This data is from the Open Reaction Database (ORD), a public repository of structured organic reaction records. The task is: describe an organic reaction: reactants, conditions, products, and yield Starting materials: C1COC2(CCC(CC2)N(C)C)O1 (4-dimethylamino-1-cyclohexanone ethylene ketal). Solvent: C(=O)O (formic acid). Product: CN(C1CCC(CC1)=O)C (4-dimethylamino-1-cyclohexanone). The yield is 99.9%. As a reaction SMILES: C1O[C:4]2([CH2:9][CH2:8][CH:7]([N:10]([CH3:12])[CH3:11])[CH2:6][CH2:5]2)[O:3]C1>C(O)=O>[CH3:11][N:10]([CH3:12])[CH:7]1[CH2:8][CH2:9][C:4](=[O:3])[CH2:5][CH2:6]1. Procedure: 4.96 gm (26.8 mMol) 4-dimethylamino-1-cyclohexanone ethylene ketal were dissolved in 50 mL formic acid and the solution stirred at reflux for 18 hours. The reaction mixture was then cooled to ambient and the volatiles removed under reduced pressure to give 3.78 gm (100%) of the title compound. The reactants are Cl (hydrochloric acid), C(CCC)OC=CC(C(F)(F)F)=O (4-butoxy-1,1,1-trifluoro-3-buten-2-one), CCOC(=O)CC(=O)N (ethyl malonate monoamide), solution, C[O-].[Na+] (sodium methoxide). Run in O (water), CO (methyl alcohol), CO (methanol). Yields the product O=C1NC(=CC=C1C(=O)OC)C(F)(F)F (methyl 1,2-dihydro-2-oxo-6-(trifluoromethyl)-3-pyridinecarboxylate). Isolated yield 75.4%. As a reaction SMILES: C(O[CH:6]=[CH:7][C:8](=O)[C:9]([F:12])([F:11])[F:10])CCC.C[CH2:15][O:16][C:17]([CH2:19][C:20]([NH2:22])=[O:21])=[O:18].C[O-].[Na+].Cl>CO.O>[O:21]=[C:20]1[C:19]([C:17]([O:16][CH3:15])=[O:18])=[CH:6][CH:7]=[C:8]([C:9]([F:10])([F:11])[F:12])[NH:22]1 |f:2.3|. Reported procedure: To a stirred solution of 2.0 g (0.0102 mol) of 4-butoxy-1,1,1-trifluoro-3-buten-2-one (VIIIa) and 1.3 g (0.0102 mol) of ethyl malonate monoamide in 10 mL methyl alcohol was added 2.2 mL (0.0102 mol) of a 25% solution of sodium methoxide in methanol. The solution turned into a thick yellow suspension which was refluxed overnight. The suspension was cooled to room temperature, poured into water, acidified with one normal hydrochloric acid and extracted with methylene chloride. The combined organic... The reactants are C=CCN, CCCCOP([O-])CC, CCCCO, CC(C)(C#N)N=NC(C)(C)C#N. Yields the product CCCCOP(=O)(CC)CCCN. Reaction SMILES: [CH2:10]([CH:11]=[CH2:12])[NH2:13].[CH2:1]([CH3:2])[P:3]([O:4][CH2:5][CH2:6][CH2:7][CH3:8])[O-:9].[CH2:26]([OH:27])[CH2:28][CH2:29][CH3:30].[N:14]#[C:15][C:16]([N:17]=[N:18][C:19]([C:20]#[N:21])([CH3:22])[CH3:23])([CH3:24])[CH3:25]>>[CH2:1]([CH3:2])[P:3]([O:4][CH2:5][CH2:6][CH2:7][CH3:8])(=[O:9])[CH2:12][CH2:11][CH2:10][NH2:13]. Starting materials: CC(C)(C)NNC(=O)c1ccccc1, Cc1ccccc1, O=C(Cl)C(=O)Cl, CC(=CC(=O)Cl)C(F)(F)F, CC(=CC(=O)O)C(F)(F)F. Product: CC(=CC(=O)N(NC(=O)c1ccccc1)C(C)(C)C)C(F)(F)F. As a reaction SMILES: [C:1]([CH3:2])([CH3:3])([CH3:4])[NH:5][NH:6][C:7]([c:8]1[cH:9][cH:10][cH:11][cH:12][cH:13]1)=[O:14].[CH3:41][c:42]1[cH:43][cH:44][cH:45][cH:46][cH:47]1.[Cl:25][C:26]([C:27]([Cl:28])=[O:29])=[O:30].[F:15][C:16]([C:17](=[CH:18][C:19](=[O:20])[Cl:21])[CH3:22])([F:23])[F:24].[F:31][C:32]([F:33])([F:34])[C:35]([CH3:36])=[CH:37][C:38]([OH:39])=[O:40]>>[C:1]([CH3:2])([CH3:3])([CH3:4])[N:5]([NH:6][C:7]([c:8]1[cH:9][cH:10][cH:11][cH:12][cH:13]1)=[O:14])[C:19]([CH:18]=[C:17]([C:16]([F:15])([F:23])[F:24])[CH3:22])=[O:20].